Dataset: the Open Reaction Database (ORD), a public repository of structured organic reaction records. Task: describe an organic reaction: reactants, conditions, products, and yield Reactants: CC(=CCN1C=C(C2=CC(=CC=C12)[N+](=O)[O-])CC1=C(C=C(C(=O)OC)C=C1)OC)C (methyl 4-[1-(3-methylbut-2-enyl)-5-nitroindol-3-ylmethyl]-3-methoxybenzoate), stannous chloride dihydrate, C([O-])(O)=O.[Na+] (sodium bicarbonate). The solvent is C(C)O (ethanol). Yields the product NC=1C=C2C(=CN(C2=CC1)CC=C(C)C)CC1=C(C=C(C(=O)OC)C=C1)OC (methyl 4-[5-amino-1-(3-methylbut-2-enyl)indol-3-ylmethyl]-3-methoxybenzoate). The yield is 68.7%. RXN SMILES: [CH3:1][C:2]([CH3:30])=[CH:3][CH2:4][N:5]1[C:13]2[C:8](=[CH:9][C:10]([N+:14]([O-])=O)=[CH:11][CH:12]=2)[C:7]([CH2:17][C:18]2[CH:27]=[CH:26][C:21]([C:22]([O:24][CH3:25])=[O:23])=[CH:20][C:19]=2[O:28][CH3:29])=[CH:6]1.C(=O)(O)[O-].[Na+]>C(O)C>[NH2:14][C:10]1[CH:9]=[C:8]2[C:13](=[CH:12][CH:11]=1)[N:5]([CH2:4][CH:3]=[C:2]([CH3:30])[CH3:1])[CH:6]=[C:7]2[CH2:17][C:18]1[CH:27]=[CH:26][C:21]([C:22]([O:24][CH3:25])=[O:23])=[CH:20][C:19]=1[O:28][CH3:29] |f:1.2|. Reported procedure: A slurry of methyl 4-[1-(3-methylbut-2-enyl)-5-nitroindol-3-ylmethyl]-3-methoxybenzoate (0.22 g.) and stannous chloride dihydrate (1.6 g.) in absolute ethanol (8 ml.) was heated and stirred under reflux under an atmosphere of nitrogen for 24 hours. The cooled mixture was poured into saturated sodium bicarbonate solution (30 ml.). The mixture obtained was extracted with dichloromethane (2×30 ml.). The combined extracts were washed with saturated brine (25 ml.), dried and evaporated to give methyl... Starting materials: CCCCO, Clc1nc(Cl)c2[nH]cnc2n1, CCCCOC(=O)c1ccc(N)cc1. Product: CCCCOC(=O)c1ccc(Nc2nc(Cl)nc3[nH]cnc23)cc1. Reaction SMILES: [CH2:26]([OH:27])[CH2:28][CH2:29][CH3:30].[Cl:1][c:2]1[n:3][c:4]([Cl:11])[c:5]2[nH:6][cH:7][n:8][c:9]2[n:10]1.[NH2:12][c:13]1[cH:14][cH:15][c:16]([C:17](=[O:18])[O:19][CH2:20][CH2:21][CH2:22][CH3:23])[cH:24][cH:25]1>>[Cl:1][c:2]1[n:3][c:4]([NH:12][c:13]2[cH:14][cH:15][c:16]([C:17](=[O:18])[O:19][CH2:20][CH2:21][CH2:22][CH3:23])[cH:24][cH:25]2)[c:5]2[n:6][cH:7][nH:8][c:9]2[n:10]1. Starting materials: Cl.CC(=O)O (HCl AcOH), N([C@H](CCCCNC(=O)OC(C)(C)C)C(=O)N[C@@H](CC1=CC=CC=C1)C(=O)N[C@@H](CCCNC(N)=N)C(=O)O)S(=O)(=O)C1=CC=C(C)C=C1 (Tos-D-Lys(BOC)-Phe-Arg), Cl (HCl). Yields the product N([C@H](CCCCN)C(=O)N[C@@H](CC1=CC=CC=C1)C(=O)N[C@@H](CCCNC(N)=N)C(=O)O)S(=O)(=O)C1=CC=C(C)C=C1 (Tos-D-Lys-Phe-Arg). Yield: 131.8%. Reaction SMILES: Cl.CC(O)=O.[NH:6]([S:45]([C:48]1[CH:54]=[CH:53][C:51]([CH3:52])=[CH:50][CH:49]=1)(=[O:47])=[O:46])[C@@H:7]([C:20]([NH:22][C@H:23]([C:31]([NH:33][C@H:34]([C:42]([OH:44])=[O:43])[CH2:35][CH2:36][CH2:37][NH:38][C:39](=[NH:41])[NH2:40])=[O:32])[CH2:24][C:25]1[CH:30]=[CH:29][CH:28]=[CH:27][CH:26]=1)=[O:21])[CH2:8][CH2:9][CH2:10][CH2:11][NH:12]C(OC(C)(C)C)=O.Cl>>[NH:6]([S:45]([C:48]1[CH:49]=[CH:50][C:51]([CH3:52])=[CH:53][CH:54]=1)(=[O:47])=[O:46])[C@@H:7]([C:20]([NH:22][C@H:23]([C:31]([NH:33][C@H:34]([C:42]([OH:44])=[O:43])[CH2:35][CH2:36][CH2:37][NH:38][C:39](=[NH:40])[NH2:41])=[O:32])[CH2:24][C:25]1[CH:26]=[CH:27][CH:28]=[CH:29][CH:30]=1)=[O:21])[CH2:8][CH2:9][CH2:10][CH2:11][NH2:12] |f:0.1|. Reported procedure: Into 1.7 ml (3.5 mmoles) of 2N HCl/AcOH was dissolved 0.77 g (0.88 mmoles) of Tos-D-Lys(BOC)-Phe-Arg-CHA.HCl. After reacting it at room temperature for 2 hours, the reaction mixture was reprecipitated in dry ether and the deposited crystalline product was collected by filtration and dried. Thus, 0.70 g of crude Tos-D-Lys-Phe-Arg-CHA.2HCl was obtained. It was purified by means of Toyopearl HW40F column with 30% AcOH as a developing solvent. Thus, 0.48 g (67.6%) of Tos-D-Lys-Phe-Arg-CHA.2HCl was o...